This data is from the Open Reaction Database (ORD), a public repository of structured organic reaction records. The task is: describe an organic reaction: reactants, conditions, products, and yield Reactants: COc1ccc(-c2nnc(C(=O)N3CC(OS(C)(=O)=O)C3)o2)cc1, O=Cc1ccc(O)c(Cl)c1. The product is COc1ccc(-c2nnc(C(=O)N3CC(Oc4ccc(C=O)cc4Cl)C3)o2)cc1. Reaction SMILES: [CH3:1][S:2](=[O:3])(=[O:4])[O:5][CH:6]1[CH2:7][N:8]([C:10](=[O:11])[c:12]2[o:13][c:14](-[c:17]3[cH:18][cH:19][c:20]([O:23][CH3:24])[cH:21][cH:22]3)[n:15][n:16]2)[CH2:9]1.[Cl:25][c:26]1[cH:27][c:28]([CH:29]=[O:30])[cH:31][cH:32][c:33]1[OH:34]>>[O:5]([CH:6]1[CH2:7][N:8]([C:10](=[O:11])[c:12]2[o:13][c:14](-[c:17]3[cH:18][cH:19][c:20]([O:23][CH3:24])[cH:21][cH:22]3)[n:15][n:16]2)[CH2:9]1)[c:33]1[c:26]([Cl:25])[cH:27][c:28]([CH:29]=[O:30])[cH:31][cH:32]1. Starting materials: [H-].C(C(C)C)[Al+]CC(C)C (diisobutylaluminum hydride), Cl (hydrochloric acid), F\C=C(\C(=O)OCC)/CCC1=CC=C(C=C1)F (ethyl (E)-2-(fluoromethylene)-4-(p-fluorophenyl)butyrate), CO (methanol). Solvent: O (water). Reaction conditions: time 2 hour. Product: F\C=C(\CO)/CCC1=CC=C(C=C1)F ((E)-2-(fluoromethylene)-4-(p-fluorophenyl)butan-1-ol). As a reaction SMILES: [H-].C([Al+]CC(C)C)C(C)C.[F:11]/[CH:12]=[C:13](\[CH2:19][CH2:20][C:21]1[CH:26]=[CH:25][C:24]([F:27])=[CH:23][CH:22]=1)/[C:14](OCC)=[O:15].CO.Cl>O>[F:11]/[CH:12]=[C:13](\[CH2:19][CH2:20][C:21]1[CH:22]=[CH:23][C:24]([F:27])=[CH:25][CH:26]=1)/[CH2:14][OH:15] |f:0.1|. Reported procedure: Cool to 0° C. a solution of diisobutylaluminum hydride (7.64 kg, 25% by weight in toluene, 13.42 mol). Add a solution of ethyl (E)-2-(fluoromethylene)-4-(p-fluorophenyl)butyrate (1.74 kg, 74.1% by weight in toluene, 5.37 mol) at such a rate that the temperature of the reaction mixture does not rise above 20° C. After the addition is complete, warm to ambient temperature. After 2 hours, cool to 0° C. Slowly, add methanol (7.73 kg) at such a rate that the temperature of the reaction mixture does n... The reactants are O (Water), [BH4-].[Na+] (sodium borohydride), [Br-].[Li+] (lithium bromide), NC(C(=O)OCC)(CCC1=CC=C(C=C1)CCCCCCCC)C(=O)OCC (Ethyl 2-amino-2-ethoxycarbonyl-4-(4-octylphenyl)butyrate). Run in C(C)O (ethanol). Run at time 25 minute. Product: NC(CO)(CO)CCC1=CC=C(C=C1)CCCCCCCC (2-Amino-2-[2-(4-octylphenyl)ethyl]-1,3-propanediol). Yield: 69.8%. RXN SMILES: [BH4-].[Na+].[Br-].[Li+].[NH2:5][C:6]([C:28](OCC)=[O:29])([CH2:12][CH2:13][C:14]1[CH:19]=[CH:18][C:17]([CH2:20][CH2:21][CH2:22][CH2:23][CH2:24][CH2:25][CH2:26][CH3:27])=[CH:16][CH:15]=1)[C:7](OCC)=[O:8].O>C(O)C>[NH2:5][C:6]([CH2:12][CH2:13][C:14]1[CH:19]=[CH:18][C:17]([CH2:20][CH2:21][CH2:22][CH2:23][CH2:24][CH2:25][CH2:26][CH3:27])=[CH:16][CH:15]=1)([CH2:28][OH:29])[CH2:7][OH:8] |f:0.1,2.3|. Procedure details: A suspension of sodium borohydride (0.60 g) and lithium bromide (1.66 g) in ethanol (17 ml) was stirred at room temperature for 25 minutes. Ethyl 2-amino-2-ethoxycarbonyl-4-(4-octylphenyl)butyrate (1.24 g) was dropwise added thereto over 3 minutes and the mixture was stirred at room temperature for 5 hours. Water (40 ml) was added to the reaction mixture and the mixture was stirred for 40 minutes. The crystals precipitated was collected by filtration and dried to give 0.68 g of the subject compo... The reactants are ClC1=C(C=O)C=CC(=C1)F (2-chloro-4-fluorobenzaldehyde), solution, C1(CC1)[Mg]Br (cyclopropylmagnesium bromide), C1(CC1)C(O)C1=CC=C(C=C1)Cl (Cyclopropyl-(4-chlorophenyl)methanol). Run in O1CCCC1 (tetrahydrofuran). Product: C1(CC1)C(O)C1=C(C=C(C=C1)F)Cl (Cyclopropyl-(2-chloro-4-fluorophenyl)methanol). RXN SMILES: [Cl:1][C:2]1[CH:9]=[C:8]([F:10])[CH:7]=[CH:6][C:3]=1[CH:4]=[O:5].[CH:11]1([Mg]Br)[CH2:13][CH2:12]1.C1(C(C2C=CC(Cl)=CC=2)O)CC1>O1CCCC1>[CH:11]1([CH:4]([C:3]2[CH:6]=[CH:7][C:8]([F:10])=[CH:9][C:2]=2[Cl:1])[OH:5])[CH2:13][CH2:12]1. Reported procedure: The title compound was prepared starting from 1.50 g (9.46 mmol) of 2-chloro-4-fluorobenzaldehyde and 28.4 ml (14.19 mmol) of a 0.5N solution of cyclopropylmagnesium bromide in tetrahydrofuran in analogy to the synthesis of the compound from Example 153A. 1.51 g (80% of theory) of the title compound were obtained. Reactants: O (water), C(C1=CC=CC=C1)Br (benzyl bromide), [OH-].[K+] (potassium hydroxide), C(C1=CC=CC=C1)(C1=CC=CC=C1)(C1=CC=CC=C1)OC[C@@H]1[C@H](C[C@@H](O1)N1C(=O)NC(=O)C(=C1)F)O (2'-deoxy-5'-O-trityl-5-fluorouridine). Run in O1CCOCC1 (dioxane). Run at time 1 hour. Yields the product C(C1=CC=CC=C1)O[C@H]1C[C@@H](O[C@@H]1COC(C1=CC=CC=C1)(C1=CC=CC=C1)C1=CC=CC=C1)N1C(=O)NC(=O)C(=C1)F (2'-deoxy-3'-O-benzyl-5'-O-trityl-5-fluorouridine). Yield: 75.7%. Reaction SMILES: [C:1]([O:20][CH2:21][C@H:22]1[O:26][C@@H:25]([N:27]2[CH:34]=[C:33]([F:35])[C:31](=[O:32])[NH:30][C:28]2=[O:29])[CH2:24][C@@H:23]1[OH:36])([C:14]1[CH:19]=[CH:18][CH:17]=[CH:16][CH:15]=1)([C:8]1[CH:13]=[CH:12][CH:11]=[CH:10][CH:9]=1)[C:2]1[CH:7]=[CH:6][CH:5]=[CH:4][CH:3]=1.[CH2:37](Br)[C:38]1[CH:43]=[CH:42][CH:41]=[CH:40][CH:39]=1.[OH-].[K+].O>O1CCOCC1>[CH2:37]([O:36][C@@H:23]1[C@@H:22]([CH2:21][O:20][C:1]([C:2]2[CH:3]=[CH:4][CH:5]=[CH:6][CH:7]=2)([C:14]2[CH:15]=[CH:16][CH:17]=[CH:18][CH:19]=2)[C:8]2[CH:13]=[CH:12][CH:11]=[CH:10][CH:9]=2)[O:26][C@@H:25]([N:27]2[CH:34]=[C:33]([F:35])[C:31](=[O:32])[NH:30][C:28]2=[O:29])[CH2:24]1)[C:38]1[CH:43]=[CH:42][CH:41]=[CH:40][CH:39]=1 |f:2.3|. Procedure: In 50 ml of dioxane was dissolved 10 g of 2'-deoxy-5'-O-trityl-5-fluorouridine. To the solution were added 2.9 ml of benzyl bromide and 14.6 g of particles of potassium hydroxide. The mixture was stirred at room temperature for 1 hour. Thereto was added 40 ml of water. The mixture was adjusted to a pH of about 3 to about 4 and extracted with ethyl acetate. The ethyl acetate layer was washed with an aqueous solution of sodium chloride and dried over anhydrous sodium sulfate. The sodium sulfate wa...